Dataset: the Open Reaction Database (ORD), a public repository of structured organic reaction records. Task: describe an organic reaction: reactants, conditions, products, and yield The reactants are COC(C(N1CCN(CC1)C(NC=1SC=2N=CN=C(C2N1)OC)=O)C1=CC(=CC=C1)Cl)=O ((3-Chloro-phenyl)-[4-(7-methoxy-thiazolo[5,4-d]pyrimidin-2-ylcarbamoyl)-piperazin-1-yl]-acetic acid methyl ester), [H-].[Al+3].[Li+].[H-].[H-].[H-] (lithium aluminum hydride). The solvent is O1CCCC1 (tetrahydrofuran). Run at time 2 hour. Yields the product COC=1C2=C(N=CN1)SC(=N2)NC(=O)N2CCN(CC2)C(CO)C2=CC(=CC=C2)Cl (4-[1-(3-Chloro-phenyl)-2-hydroxy-ethyl]-piperazine-1-carboxylic acid (7-methoxy-thiazolo[5,4-d]pyrimidin-2-yl)-amide). RXN SMILES: C[O:2][C:3](=O)[CH:4]([C:25]1[CH:30]=[CH:29][CH:28]=[C:27]([Cl:31])[CH:26]=1)[N:5]1[CH2:10][CH2:9][N:8]([C:11](=[O:24])[NH:12][C:13]2[S:14][C:15]3[N:16]=[CH:17][N:18]=[C:19]([O:22][CH3:23])[C:20]=3[N:21]=2)[CH2:7][CH2:6]1.[H-].[Al+3].[Li+].[H-].[H-].[H-]>O1CCCC1>[CH3:23][O:22][C:19]1[C:20]2[N:21]=[C:13]([NH:12][C:11]([N:8]3[CH2:9][CH2:10][N:5]([CH:4]([C:25]4[CH:30]=[CH:29][CH:28]=[C:27]([Cl:31])[CH:26]=4)[CH2:3][OH:2])[CH2:6][CH2:7]3)=[O:24])[S:14][C:15]=2[N:16]=[CH:17][N:18]=1 |f:1.2.3.4.5.6|. Procedure: A mixture of (3-Chloro-phenyl)-[4-(7-methoxy-thiazolo[5,4-d]pyrimidin-2-ylcarbamoyl)-piperazin-1-yl]-acetic acid methyl ester (100 mg, 0.21 mmol) in tetrahydrofuran (3 mL) at 0° C. was added lithium aluminum hydride (25 mg, 0.66 mmol). The mixture was warmed up to room temperature and stirred for two hours. LCMS analysis indicated a mixture of starting material and product. The reaction was worked up using Feiser's conditions and the crude obtained was then purified using reversed phase HPLC to ... Starting materials: CN(C)C=O, OCc1cc(Cl)c(Sc2ccc(Cl)cc2)c(Cl)c1, O=S(Cl)Cl. Product: ClCc1cc(Cl)c(Sc2ccc(Cl)cc2)c(Cl)c1. Reaction SMILES: [CH3:23][N:24]([CH3:25])[CH:26]=[O:27].[Cl:1][c:2]1[cH:3][cH:4][c:5]([S:8][c:9]2[c:10]([Cl:18])[cH:11][c:12]([CH2:13][OH:14])[cH:15][c:16]2[Cl:17])[cH:6][cH:7]1.[S:19]([Cl:20])([Cl:21])=[O:22]>>[Cl:1][c:2]1[cH:3][cH:4][c:5]([S:8][c:9]2[c:10]([Cl:18])[cH:11][c:12]([CH2:13][Cl:21])[cH:15][c:16]2[Cl:17])[cH:6][cH:7]1. The reactants are NC(NCCC[C@@H](NC(C(C1=CC=CC=C1)C1=CC=CC=C1)=O)C(=O)O)=N[N+](=O)[O-] ((R)-N5 -[amino(nitroimino)methyl]-N2 -(diphenylacetyl)-ornithine), OC1=CC=C(C=C1)C1=CC=C(C=C1)CN (4'-hydroxy-[1,1'-biphenyl]-4-methanamine), CN(C)C(=[N+](C)C)ON1C2=C(C=CC=C2)N=N1.[B-](F)(F)(F)F (TBTU). Yields the product NC(NCCC[C@H](NC(C(C1=CC=CC=C1)C1=CC=CC=C1)=O)C(=O)NCC1=CC=C(C=C1)C1=CC=C(C=C1)O)=N[N+](=O)[O-] (N5 -[Amino(nitroimino)methyl]-N2 -(diphenylacetyl)-N-[(4'-hydroxy-[1,1'-biphenyl]-4-yl)methyl]-ornithinamide). Isolated yield 48.0%. As a reaction SMILES: [NH2:1][C:2](=[N:27][N+:28]([O-:30])=[O:29])[NH:3][CH2:4][CH2:5][CH2:6][C@H:7]([C:24]([OH:26])=O)[NH:8][C:9](=[O:23])[CH:10]([C:17]1[CH:22]=[CH:21][CH:20]=[CH:19][CH:18]=1)[C:11]1[CH:16]=[CH:15][CH:14]=[CH:13][CH:12]=1.[OH:31][C:32]1[CH:37]=[CH:36][C:35]([C:38]2[CH:43]=[CH:42][C:41]([CH2:44][NH2:45])=[CH:40][CH:39]=2)=[CH:34][CH:33]=1.CN(C(ON1N=NC2C=CC=CC1=2)=[N+](C)C)C.[B-](F)(F)(F)F>>[NH2:1][C:2](=[N:27][N+:28]([O-:30])=[O:29])[NH:3][CH2:4][CH2:5][CH2:6][C@@H:7]([C:24]([NH:45][CH2:44][C:41]1[CH:40]=[CH:39][C:38]([C:35]2[CH:36]=[CH:37][C:32]([OH:31])=[CH:33][CH:34]=2)=[CH:43][CH:42]=1)=[O:26])[NH:8][C:9](=[O:23])[CH:10]([C:17]1[CH:18]=[CH:19][CH:20]=[CH:21][CH:22]=1)[C:11]1[CH:16]=[CH:15][CH:14]=[CH:13][CH:12]=1 |f:2.3|. Reported procedure: Prepared analogously to Example 5d) from (R)-N5 -[amino(nitroimino)methyl]-N2 -(diphenylacetyl)-ornithine, 4'-hydroxy-[1,1'-biphenyl]-4-methanamine and TBTU in a yield of 48% of theory. Yields the product CCOC(=O)CC(=O)c1ccc([N+](=O)[O-])cc1. The reactants are C1CCOC1, CCOC(C)=O, Cl, N#Cc1ccc([N+](=O)[O-])cc1. Reaction SMILES: [CH2:19]1[CH2:22][CH2:21][CH2:20][O:23]1.[CH3:13][CH2:14][O:15][C:16]([CH3:17])=[O:18].[ClH:12].[N+:1](=[O:2])([O-:3])[c:4]1[cH:5][cH:6][c:7]([C:8]#[N:9])[cH:10][cH:11]1>>[N+:1](=[O:2])([O-:3])[c:4]1[cH:5][cH:6][c:7]([C:8]([CH2:17][C:16]([O:15][CH2:14][CH3:13])=[O:18])=[O:23])[cH:10][cH:11]1. Reactants: BrC=1C=C(C=CC1)[C@H](C)N1C(O[C@@](CC1)(CC(C)=O)C1=CC=C(C=C1)F)=O ((S)-3-((S)-1-(3-bromophenyl)ethyl)-6-(4-fluorophenyl)-6-(2-oxopropyl)-1,3-oxazinan-2-one), C[Mg+].[Br-] (MeMgBr). Solvent: C1(=CC=CC=C1)C (toluene). Reaction conditions: time 15 minute. Product: BrC=1C=C(C=CC1)[C@H](C)N1C(O[C@@](CC1)(CC(C)(C)O)C1=CC=C(C=C1)F)=O ((S)-3-((S)-1-(3-bromophenyl)ethyl)-6-(4-fluorophenyl)-6-(2-hydroxy-2-methylpropyl)-1,3-oxazinan-2-one). Isolated yield 42.0%. Reaction SMILES: [Br:1][C:2]1[CH:3]=[C:4]([C@@H:8]([N:10]2[CH2:15][CH2:14][C@@:13]([C:20]3[CH:25]=[CH:24][C:23]([F:26])=[CH:22][CH:21]=3)([CH2:16][C:17](=[O:19])[CH3:18])[O:12][C:11]2=[O:27])[CH3:9])[CH:5]=[CH:6][CH:7]=1.[CH3:28][Mg+].[Br-]>C1(C)C=CC=CC=1>[Br:1][C:2]1[CH:3]=[C:4]([C@@H:8]([N:10]2[CH2:15][CH2:14][C@@:13]([C:20]3[CH:21]=[CH:22][C:23]([F:26])=[CH:24][CH:25]=3)([CH2:16][C:17]([OH:19])([CH3:28])[CH3:18])[O:12][C:11]2=[O:27])[CH3:9])[CH:5]=[CH:6][CH:7]=1 |f:1.2|. Procedure: A solution of (S)-3-((S)-1-(3-bromophenyl)ethyl)-6-(4-fluorophenyl)-6-(2-oxopropyl)-1,3-oxazinan-2-one (18.5 mg, 0.043 mmol) in dry toluene (3 mL) was cooled to 0° C. A solution of MeMgBr (3.0M in THF, 45 μL, 3 equiv) was added. After 15 min, the mixture was warmed to rt slowly and stirred 2 h. LC-MS found reaction completed. The reaction was quenched by satd aq NH4Cl solution (2 mL), diluted with EtOAc (10 mL), washed with 1% aq HCl (3 mL), brine (3 mL), and dried over Na2SO4. After filtration ... Procedure: Example 46 is prepared from 4,6-dimethyl-2-mercaptopyrimidine and 1d using the procedure described for compound 20. RXN SMILES: [CH3:1][C:2]1[CH:7]=[C:6]([CH3:8])[N:5]=[C:4]([SH:9])[N:3]=1.[CH3:10][O:11][C:12]1[CH:17]=[CH:16][C:15]([C:18]2[CH:23]=[CH:22][C:21]([S:24]([NH:27][CH:28]([CH2:33][CH:34]3[O:36][CH2:35]3)[C:29]([O:31]C)=[O:30])(=[O:26])=[O:25])=[CH:20][CH:19]=2)=[CH:14][CH:13]=1>>[CH3:10][O:11][C:12]1[CH:13]=[CH:14][C:15]([C:18]2[CH:19]=[CH:20][C:21]([S:24]([NH:27][CH:28]([CH2:33][CH:34]([OH:36])[CH2:35][S:9][C:4]3[N:5]=[C:6]([CH3:8])[CH:7]=[C:2]([CH3:1])[N:3]=3)[C:29]([OH:31])=[O:30])(=[O:25])=[O:26])=[CH:22][CH:23]=2)=[CH:16][CH:17]=1. The product is COC1=CC=C(C=C1)C1=CC=C(C=C1)S(=O)(=O)NC(C(=O)O)CC(CSC1=NC(=CC(=N1)C)C)O (2-[(4′-Methoxy[1,1′-biphenyl]-4-yl)sulfonyl]amino-4-hydroxy-5-[4,6-dimethylpyrimidin-2-ylthio]-pentanoic acid). Starting materials: CC1=NC(=NC(=C1)C)S (4,6-dimethyl-2-mercaptopyrimidine), COC1=CC=C(C=C1)C1=CC=C(C=C1)S(=O)(=O)NC(C(=O)OC)CC1CO1 (methyl 2-[(4′-methoxy[1,1′-biphenyl]-4-yl)sulfonyl]amino-4,5-epoxypentanoate), compound 20. The reactants are Nc1cc(O)ccc1Cl, FC(F)(F)c1cc(Cl)nc(-c2cnccn2)n1. Product: Oc1ccc(Cl)c(Nc2cc(C(F)(F)F)nc(-c3cnccn3)n2)c1. As a reaction SMILES: [Cl:18][c:19]1[c:20]([NH2:21])[cH:22][c:23]([OH:26])[cH:24][cH:25]1.[Cl:1][c:2]1[n:3][c:4](-[c:12]2[n:13][cH:14][cH:15][n:16][cH:17]2)[n:5][c:6]([C:8]([F:9])([F:10])[F:11])[cH:7]1>>[c:2]1([NH:21][c:20]2[c:19]([Cl:18])[cH:25][cH:24][c:23]([OH:26])[cH:22]2)[n:3][c:4](-[c:12]2[n:13][cH:14][cH:15][n:16][cH:17]2)[n:5][c:6]([C:8]([F:9])([F:10])[F:11])[cH:7]1.